From a dataset of the Open Reaction Database (ORD), a public repository of structured organic reaction records. describe an organic reaction: reactants, conditions, products, and yield Starting materials: C=O (paraformaldehyde), C(C)(=O)O[BH-](OC(C)=O)OC(C)=O.[Na+] (sodium triacetoxyborohydride), C(C)(=O)O[BH-](OC(C)=O)OC(C)=O.[Na+] (Sodium triacetoxyborohydride), ClC1=C(C=C(C=C1N1CC2C(CC1)NCC2)C#N)NC2=NN1C(C(=N2)N(CC2=CC=C(C=C2)OC)C2CC2)=NC=C1C#N (2-((2-chloro-5-cyano-3-(hexahydro-1H-pyrrolo[3,2-c]pyridin-5(6H)-yl)phenyl)amino)-4-(cyclopropyl(4-methoxybenzyl)amino)imidazo[2,1-f][1,2,4]triazine-7-carbonitrile), C=O (paraformaldehyde), C(C)(=O)O (acetic acid). Solvent: ClCCl (dichloromethane), ClCCl (dichloromethane). Reaction conditions: time 5 hour. The product is ClC1=C(C=C(C=C1N1CC2C(CC1)N(CC2)C)C#N)NC2=NN1C(C(=N2)N(CC2=CC=C(C=C2)OC)C2CC2)=NC=C1C#N (2-((2-chloro-5-cyano-3-(1-methylhexahydro-1H-pyrrolo[3,2-c]pyridin-5(6H)-yl)phenyl)amino)-4-(cyclopropyl(4-methoxybenzyl)amino)imidazo[2,1-f][1,2,4]triazine-7-carbonitrile). Yield: 90.5%. Reaction SMILES: [C:1](O[BH-](OC(=O)C)OC(=O)C)(=O)C.[Na+].[Cl:15][C:16]1[C:21]([N:22]2[CH2:27][CH2:26][CH:25]3[NH:28][CH2:29][CH2:30][CH:24]3[CH2:23]2)=[CH:20][C:19]([C:31]#[N:32])=[CH:18][C:17]=1[NH:33][C:34]1[N:39]=[C:38]([N:40]([CH:50]2[CH2:52][CH2:51]2)[CH2:41][C:42]2[CH:47]=[CH:46][C:45]([O:48][CH3:49])=[CH:44][CH:43]=2)[C:37]2=[N:53][CH:54]=[C:55]([C:56]#[N:57])[N:36]2[N:35]=1.C=O.C(O)(=O)C>ClCCl>[Cl:15][C:16]1[C:21]([N:22]2[CH2:27][CH2:26][CH:25]3[N:28]([CH3:1])[CH2:29][CH2:30][CH:24]3[CH2:23]2)=[CH:20][C:19]([C:31]#[N:32])=[CH:18][C:17]=1[NH:33][C:34]1[N:39]=[C:38]([N:40]([CH:50]2[CH2:52][CH2:51]2)[CH2:41][C:42]2[CH:43]=[CH:44][C:45]([O:48][CH3:49])=[CH:46][CH:47]=2)[C:37]2=[N:53][CH:54]=[C:55]([C:56]#[N:57])[N:36]2[N:35]=1 |f:0.1|. Procedure details: Sodium triacetoxyborohydride (20.66 mg, 0.097 mmol) was added to a solution of 2-((2-chloro-5-cyano-3-(hexahydro-1H-pyrrolo[3,2-c]pyridin-5(6H)-yl)phenyl)amino)-4-(cyclopropyl(4-methoxybenzyl)amino)imidazo[2,1-f][1,2,4]triazine-7-carbonitrile (Example 442F, 29 mg, 0.049 mmol), paraformaldehyde (14.63 mg, 0.487 mmol) and acetic acid (5.58 μl, 0.097 mmol) in dichloromethane (2 mL) and the reaction mixture was stirred at room temperature for 5 hours. More paraformaldehyde (14.63 mg, 0.487 mmol) and...